Dataset: the Open Reaction Database (ORD), a public repository of structured organic reaction records. Task: describe an organic reaction: reactants, conditions, products, and yield The reactants are FC=1C=C2C(C(=CN(C2=CC1F)C(CO)C)C(=O)OCC)=O (ethyl 6,7-difluoro-1,4-dihydro-1-(1-hydroxyprop-2-yl)-4-oxoquinoline-3-carboxylate), S(=O)(Cl)Cl (thionyl chloride). Solvent: C(Cl)(Cl)Cl (chloroform). Product: ClCC(C)N1C=C(C(C2=CC(=C(C=C12)F)F)=O)C(=O)OCC (ethyl 1-(1-chloroprop-2-yl)-6,7-difluoro-1,4-dihydro-4-oxoquinoline-3-carboxylate). Reaction SMILES: [F:1][C:2]1[CH:3]=[C:4]2[C:9](=[CH:10][C:11]=1[F:12])[N:8]([CH:13]([CH3:16])[CH2:14]O)[CH:7]=[C:6]([C:17]([O:19][CH2:20][CH3:21])=[O:18])[C:5]2=[O:22].S(Cl)([Cl:25])=O>C(Cl)(Cl)Cl>[Cl:25][CH2:14][CH:13]([N:8]1[C:9]2[C:4](=[CH:3][C:2]([F:1])=[C:11]([F:12])[CH:10]=2)[C:5](=[O:22])[C:6]([C:17]([O:19][CH2:20][CH3:21])=[O:18])=[CH:7]1)[CH3:16]. Reported procedure: 4.45 gm (14.3 mmol) of ethyl 6,7-difluoro-1,4-dihydro-1-(1-hydroxyprop-2-yl)-4-oxoquinoline-3-carboxylate and 5.10 gm (42.9 mmol) of thionyl chloride were dissolved into 130 ml of chloroform for reaction with heating under refluxing for 1 hour. After cooling, the solvent was evaporated under reduced pressure, the residue was purified by silica gel column chromatography (chloroform:methanol=100:1), and recrystallized from ethanol to obtain 3.53 gm of colorless, needlelike crystals of ethyl 1-(1-c... The reactants are CC1=C(C(=NO1)C1=CC=CC=C1)C(=O)O (5-Methyl-3-phenylisooxazole-4-carboxylic acid), N1(CCCC1)CCN1CCNCC1 (1-(2-(1-Pyrrolidinyl)-ethyl)-piperazine), F[B-](F)(F)F.N1(N=NC2=C1C=CC=C2)OC(=[N+](C)C)N(C)C (O-(benzotriazol-1-yl)-N,N,N′,N′-tetramethyluronium tetrafluoroborate), C(C)(C)N(CC)C(C)C (diisopropylethylamine). The solvent is CN(C=O)C (dimethylformamide). The product is CC1=C(C(=NO1)C1=CC=CC=C1)C(=O)N1CCN(CC1)CCN1CCCC1 (1-[(5-Methyl-3-phenylisoxazol-4-yl)carbonyl]-4-(2-pyrrolidin-1-ylethyl)piperazine). As a reaction SMILES: [CH3:1][C:2]1[O:6][N:5]=[C:4]([C:7]2[CH:12]=[CH:11][CH:10]=[CH:9][CH:8]=2)[C:3]=1[C:13]([OH:15])=O.[N:16]1([CH2:21][CH2:22][N:23]2[CH2:28][CH2:27][NH:26][CH2:25][CH2:24]2)[CH2:20][CH2:19][CH2:18][CH2:17]1.F[B-](F)(F)F.N1(OC(N(C)C)=[N+](C)C)C2C=CC=CC=2N=N1.C(N(C(C)C)CC)(C)C>CN(C)C=O>[CH3:1][C:2]1[O:6][N:5]=[C:4]([C:7]2[CH:8]=[CH:9][CH:10]=[CH:11][CH:12]=2)[C:3]=1[C:13]([N:26]1[CH2:25][CH2:24][N:23]([CH2:22][CH2:21][N:16]2[CH2:17][CH2:18][CH2:19][CH2:20]2)[CH2:28][CH2:27]1)=[O:15] |f:2.3|. Reported procedure: 5-Methyl-3-phenylisooxazole-4-carboxylic acid (40 mg, 0.197 mmol), 1-(2-(1-Pyrrolidinyl)-ethyl)-piperazine (39.4 mg, 0.215 mmol), O-(benzotriazol-1-yl)-N,N,N′,N′-tetramethyluronium tetrafluoroborate (86.2 mg, 0.268 mmol) and diisopropylethylamine (25.4 mg, 0.197 mmol) were mixed in dimethylformamide (1.5 mL) and stirred at room temperature. Solvent was evaporated in vacuo, and the residue was taken up in methanol (1 mL), filtered and purified by preparative chromatography. The combined fractions... Starting materials: CC1=C(C=CC=C1)C=1C=2C3=C(NC2C=CC1)CCN(CC3)C(=O)OC(C)(C)C (tert-butyl 10-(2-methylphenyl)-1,4,5,6-tetrahydroazepino[4,5-b]indole-3(2H)-carboxylate), Cl (HCl). The solvent is O1CCOCC1 (dioxane). Reaction conditions: time 3.7 hour. Product: Cl.CC1=C(C=CC=C1)C=1C=2C3=C(NC2C=CC1)CCNCC3 (10-(2-methylphenyl)-1,2,3,4,5,6-hexahydroazepino[4,5-b]indole hydrochloride). Reaction SMILES: [CH3:1][C:2]1[CH:7]=[CH:6][CH:5]=[CH:4][C:3]=1[C:8]1[C:9]2[C:10]3[CH2:21][CH2:20][N:19](C(OC(C)(C)C)=O)[CH2:18][CH2:17][C:11]=3[NH:12][C:13]=2[CH:14]=[CH:15][CH:16]=1.[ClH:29]>O1CCOCC1>[ClH:29].[CH3:1][C:2]1[CH:7]=[CH:6][CH:5]=[CH:4][C:3]=1[C:8]1[C:9]2[C:10]3[CH2:21][CH2:20][NH:19][CH2:18][CH2:17][C:11]=3[NH:12][C:13]=2[CH:14]=[CH:15][CH:16]=1 |f:3.4|. Reported procedure: The tert-butyl 10-(2-methylphenyl)-1,4,5,6-tetrahydroazepino[4,5-b]indole-3(2H)-carboxylate (0.53 g, 1.40 mmol) from above was treated with a solution of 4 N HCl in dioxane (10 mL) and stirred at room temperature for 3.7 hours. After the reaction mixture was concentrated in vacuo CH2Cl2 was added and the solution was concentrated in vacuo to give a green solid (475 mg) which was recrystallized from CH3OH/ethyl acetate to give 0.362 g (82%) of a light brown solid as the title compound: mp 278.5-2... Reactants: C(CC(O)(C(=O)O)CC(=O)O)(=O)O (citric acid), C(=O)(OC(C)(C)C)N[C@@H](CC1=CC=CC=C1)[C@@H]1CCC(O1)=O (5(S)-[1(S)-(Boc-amino)-2-phenylethyl]dihydrofuran-2-(3H)-one), COC1=C(CI)C=CC(=C1OC)OC (2,3,4-trimethoxybenzyl iodide), CN1CCCN(C1=O)C (DMPU), solution, C[Si](C)(C)[N-][Si](C)(C)C.[Li+] (lithium bis(trimethylsilyl)amide), C(CC)(=O)O (propionic acid). Solvent: C(C)(=O)OCC (ethyl acetate), C1CCOC1 (THF), C1CCOC1 (THF), C1CCOC1 (THF), O (water). Reaction conditions: time 15 minute. Product: C(=O)(OC(C)(C)C)N[C@@H](CC1=CC=CC=C1)[C@@H]1C[C@H](C(O1)=O)CC1=C(C(=C(C=C1)OC)OC)OC (5(S)-[1(S)-(Boc-Amino)-2-phenylethyl]-3(R)-[(2,3,4-trimethoxyphenyl)methyl]-dihydrofuran-2-(3H)-one). RXN SMILES: [C:1]([NH:8][C@H:9]([C@H:17]1[O:21][C:20](=[O:22])[CH2:19][CH2:18]1)[CH2:10][C:11]1[CH:16]=[CH:15][CH:14]=[CH:13][CH:12]=1)([O:3][C:4]([CH3:7])([CH3:6])[CH3:5])=[O:2].CN1C(=O)N(C)CCC1.C[Si]([N-][Si](C)(C)C)(C)C.[Li+].[CH3:42][O:43][C:44]1[C:51]([O:52][CH3:53])=[C:50]([O:54][CH3:55])[CH:49]=[CH:48][C:45]=1[CH2:46]I.C(O)(=O)CC.C(O)(=O)CC(CC(O)=O)(C(O)=O)O>C1COCC1.C(OCC)(=O)C.O>[C:1]([NH:8][C@H:9]([C@H:17]1[O:21][C:20](=[O:22])[C@H:19]([CH2:46][C:45]2[CH:48]=[CH:49][C:50]([O:54][CH3:55])=[C:51]([O:52][CH3:53])[C:44]=2[O:43][CH3:42])[CH2:18]1)[CH2:10][C:11]1[CH:16]=[CH:15][CH:14]=[CH:13][CH:12]=1)([O:3][C:4]([CH3:6])([CH3:7])[CH3:5])=[O:2] |f:2.3|. Procedure: A solution of 1.368 g (4.48 mmol) of 5(S)-[1(S)-(Boc-amino)-2-phenylethyl]dihydrofuran-2-(3H)-one [Example 2b)] in 5 ml of abs. THF and 0.91 ml (1.67 equivalents) of DMPU is cooled down to -75° C., under argon, and treated dropwise, at an internal temperature of below -70° C. and over the period of approximately 20 min, with 8.78 ml of a 1M solution of lithium bis(trimethylsilyl)amide in THF (Aldrich). After a further 15 min, a solution of 1.38 g (1 equivalent) of 2,3,4-trimethoxybenzyl iodide i... The reactants are C(C1=CC=CC=C1)OC1=CC=C(C=C1)NC1=NC2=C(N1C)C=CC=C2 ((4-benzyloxy-phenyl)-(1-methyl-1H-benzoimidazol-2-yl)-amine), C(C)(=O)O (acetic acid). Reagents/catalysts: [OH-].[OH-].[Pd+2] (Pd(OH)2). Solvent: C1CCOC1 (THF), CO (MeOH). Run at time 3 hour. Product: CN1C(=NC2=C1C=CC=C2)NC2=CC=C(C=C2)O (4-(1-methyl-1H-benzoimidazol-2-ylamino)-phenol). RXN SMILES: C([O:8][C:9]1[CH:14]=[CH:13][C:12]([NH:15][C:16]2[N:20]([CH3:21])[C:19]3[CH:22]=[CH:23][CH:24]=[CH:25][C:18]=3[N:17]=2)=[CH:11][CH:10]=1)C1C=CC=CC=1.C(O)(=O)C>C1COCC1.CO.[OH-].[OH-].[Pd+2]>[CH3:21][N:20]1[C:19]2[CH:22]=[CH:23][CH:24]=[CH:25][C:18]=2[N:17]=[C:16]1[NH:15][C:12]1[CH:13]=[CH:14][C:9]([OH:8])=[CH:10][CH:11]=1 |f:4.5.6|. Reported procedure: To a solution of compound (4-benzyloxy-phenyl)-(1-methyl-1H-benzoimidazol-2-yl)-amine (1.8 g, 5.4 mmol) in 18 mL of THF and 18 mL of MeOH was added Pd(OH)2 (0.36 g, 20%) and 9 mL of acetic acid. The resulting mixture was kept and kept at 50 psi H2 atmosphere for 3 h. The reaction mixture was then filtered over a cake of Celite™. The filtrate was concentrated and purified by silica gel column chromatography (EtOAc/hexane) to get desired product 4-(1-methyl-1H-benzoimidazol-2-ylamino)-phenol. [M+1... Reactants: C(C)O.Cl (ethanol hydrochloric acid), ClC1=CC=C(C=C1)C=1CCN(CC1)CCCCN1N=CN=C1 (4-(4-chlorophenyl)-1,2,3,6-tetrahydro-1-[4-(1H-1,2,4-triazol-1-yl)butyl]pyridine), C(C)OCC (ethyl ether). The solvent is C(C)O (ethanol). The product is Cl.ClC1=CC=C(C=C1)C=1CCN(CC1)CCCCN1N=CN=C1 (4-(4-chlorophenyl)-1,2,3,6-tetrahydro-1-[4-(1H-1,2,4-triazol-1-yl)butyl]pyridine hydrochloride). The yield is 187.1%. RXN SMILES: C(O)C.Cl.[Cl:5][C:6]1[CH:11]=[CH:10][C:9]([C:12]2[CH2:13][CH2:14][N:15]([CH2:18][CH2:19][CH2:20][CH2:21][N:22]3[CH:26]=[N:25][CH:24]=[N:23]3)[CH2:16][CH:17]=2)=[CH:8][CH:7]=1.C(OCC)C>C(O)C>[ClH:5].[Cl:5][C:6]1[CH:11]=[CH:10][C:9]([C:12]2[CH2:17][CH2:16][N:15]([CH2:18][CH2:19][CH2:20][CH2:21][N:22]3[CH:26]=[N:25][CH:24]=[N:23]3)[CH2:14][CH:13]=2)=[CH:8][CH:7]=1 |f:0.1,5.6|. Procedure: A solution of ethanol/hydrochloric acid (6.8 ml, 6 N) is added to a solution of 4-(4-chlorophenyl)-1,2,3,6-tetrahydro-1-[4-(1H-1,2,4-triazol-1-yl)butyl]pyridine (11.5 g, 36.3 mmol) in absolute ethanol (50 ml) cooled on an ice bath. After a few minutes ethyl ether (200 ml) is added and a precipitate appears, which is filtered, washed with cold ethanol and dried, yielding 12 g (93%) of 4-(4-chlorophenyl)-1,2,3,6-tetrahydro-1-[4-(1H-1,2,4-triazol-1-yl)butyl]pyridine hydrochloride of m.p. 165-6° C. The reactants are BrC1=CC=C(S1)C(=O)O (5-bromo-2-thiophenecarboxylic acid), S(=O)(Cl)Cl (thionyl chloride). Yields the product BrC1=CC=C(S1)C(=O)Cl (5-bromo-2-thiophenecarbonyl chloride). Reaction SMILES: [Br:1][C:2]1[S:6][C:5]([C:7]([OH:9])=O)=[CH:4][CH:3]=1.S(Cl)([Cl:12])=O>>[Br:1][C:2]1[S:6][C:5]([C:7]([Cl:12])=[O:9])=[CH:4][CH:3]=1. Procedure: Following the procedure of Preparation A, 2.07 g (10.0 mmoles) of commercially available 5-bromo-2-thiophenecarboxylic acid was reacted with 10 ml of thionyl chloride to give 2.35 g of crude 5-bromo-2-thiophenecarbonyl chloride as a red oil. The total crude acid chloride was coupled to 1.76 g (8.33 mmoles) of 5-chloro-2,3-dihydro-2-oxo-1H-indole-1-carboxamide by the procedure in Preparation A using 3.05 g (25.0 mmoles) of 4-(N,N-dimethylamino)pyridine and 50 ml of N,N-dimethylformamide. Acidic w... The reactants are C1(CCCC1)N1N=C(C(=C1N)C(=O)N)CC (1-cyclopentyl-3-ethyl-5-amino-1H-pyrazole-4-carboxamide), CN(CCOC=1C=C(C=O)C=CC1)C (3-[2-(dimethylamino)ethoxy]benzaldehyde). Run in xylenes. Conditions: temperature 160 celsius. The product is C1(CCCC1)N1NC(=C2C1=NC(=NC2=O)C2=CC(=CC=C2)OCCN(C)C)CC (1-cyclopentyl-3-ethyl-6-[3-[2-(dimethylamino)ethoxy]phenyl]pyrazolo[3,4-d]pyrimidin-4-one). Reaction SMILES: [CH:1]1([N:6]2[C:10]([NH2:11])=[C:9]([C:12]([NH2:14])=[O:13])[C:8]([CH2:15][CH3:16])=[N:7]2)[CH2:5][CH2:4][CH2:3][CH2:2]1.[CH3:17][N:18]([CH3:30])[CH2:19][CH2:20][O:21][C:22]1[CH:23]=[C:24]([CH:27]=[CH:28][CH:29]=1)[CH:25]=O>>[CH:1]1([N:6]2[C:10]3=[N:11][C:25]([C:24]4[CH:27]=[CH:28][CH:29]=[C:22]([O:21][CH2:20][CH2:19][N:18]([CH3:17])[CH3:30])[CH:23]=4)=[N:14][C:12](=[O:13])[C:9]3=[C:8]([CH2:15][CH3:16])[NH:7]2)[CH2:2][CH2:3][CH2:4][CH2:5]1. Reported procedure: A mixture of 1-cyclopentyl-3-ethyl-5-amino-1H-pyrazole-4-carboxamide (3.50 g, 15.74 mmol), 3-[2-(dimethylamino)ethoxy]benzaldehyde (3.95 g) and xylenes (10 ml) was heated at 160° C. overnight. The reaction mixture was cooled to room temperature, the solvent was stripped, and the residue was partitioned between chloroform and water. The layers were separated, and the aqueous layer was extracted with chloroform. The organic layers were combined, washed with brine, dried over MgSO4, filtered and st... Reactants: C(C)(C)(C)OC(N[C@@H](CN1C(N(C=C(C1=O)[N+](=O)[O-])CC1=C(C=CC=C1F)F)=O)C1=CC=CC=C1)=O ({(R)-2-[3-(2,6-difluoro-benzyl)-5-nitro-2,6-dioxo-3,6-dihydro-2H-pyrimidin-1-yl]-1-phenyl-ethyl}-carbamic acid tert-butyl ester), [H][H] (hydrogen). The reagents and catalysts are [Pd] (palladium/carbon). Run in CO (methanol). Yields the product C(C)(C)(C)OC(N[C@@H](CN1C(N(C=C(C1=O)N)CC1=C(C=CC=C1F)F)=O)C1=CC=CC=C1)=O ({(R)-2-[5-amino-3-(2,6-difluoro-benzyl)-2,6-dioxo-3,6-dihydro-2H-pyrimidin-1-yl]-1-phenyl-ethyl}-carbamic acid tert-butyl ester). Yield: 67.9%. RXN SMILES: [C:1]([O:5][C:6](=[O:36])[NH:7][C@H:8]([C:30]1[CH:35]=[CH:34][CH:33]=[CH:32][CH:31]=1)[CH2:9][N:10]1[C:15](=[O:16])[C:14]([N+:17]([O-])=O)=[CH:13][N:12]([CH2:20][C:21]2[C:26]([F:27])=[CH:25][CH:24]=[CH:23][C:22]=2[F:28])[C:11]1=[O:29])([CH3:4])([CH3:3])[CH3:2].[H][H]>CO.[Pd]>[C:1]([O:5][C:6](=[O:36])[NH:7][C@H:8]([C:30]1[CH:35]=[CH:34][CH:33]=[CH:32][CH:31]=1)[CH2:9][N:10]1[C:15](=[O:16])[C:14]([NH2:17])=[CH:13][N:12]([CH2:20][C:21]2[C:22]([F:28])=[CH:23][CH:24]=[CH:25][C:26]=2[F:27])[C:11]1=[O:29])([CH3:4])([CH3:2])[CH3:3]. Procedure details: To a solution of {(R)-2-[3-(2,6-difluoro-benzyl)-5-nitro-2,6-dioxo-3,6-dihydro-2H-pyrimidin-1-yl]-1-phenyl-ethyl}-carbamic acid tert-butyl ester (173 mg, 0.34 mmol) in methanol (5 mL) was added 10% palladium/carbon (36 mg) in a nitrogen atmosphere, followed by stirring at room temperature for 1 hr in a hydrogen atmosphere. After removal of the palladium/carbon by filtration through celite, the filtrate was concentrated. The residue was purified using silica gel chromatography (eluent: hexane/eth...